Dataset: the Open Reaction Database (ORD), a public repository of structured organic reaction records. Task: describe an organic reaction: reactants, conditions, products, and yield Yields the product CCOC(=O)c1c(C(=O)c2ccccc2N)nnn1Cc1ccc(OC)cc1. Starting materials: CCOC(=O)c1c(C(=O)c2ccccc2[N+](=O)[O-])nnn1Cc1ccc(OC)cc1, CCO. RXN SMILES: [CH3:1][O:2][c:3]1[cH:4][cH:5][c:6]([CH2:7][n:8]2[n:9][n:10][c:11]([C:18]([c:19]3[c:20]([N+:25]([O-:26])=[O:27])[cH:21][cH:22][cH:23][cH:24]3)=[O:28])[c:12]2[C:13](=[O:14])[O:15][CH2:16][CH3:17])[cH:29][cH:30]1.[CH3:31][CH2:32][OH:33]>>[CH3:1][O:2][c:3]1[cH:4][cH:5][c:6]([CH2:7][n:8]2[n:9][n:10][c:11]([C:18]([c:19]3[c:20]([NH2:25])[cH:21][cH:22][cH:23][cH:24]3)=[O:28])[c:12]2[C:13](=[O:14])[O:15][CH2:16][CH3:17])[cH:29][cH:30]1. Starting materials: C(CCCCCCCCCCCCCCCCC)N (stearylamine), N1=CC=CC=C1 (pyridine), C(C(=O)Cl)(=O)Cl (oxalyl chloride). Run in O1CCCC1 (tetrahydrofuran), O1CCCC1 (tetrahydrofuran). Yields the product CCCCCCCCCCCCCCCCCCNC(=O)C(=O)NCCCCCCCCCCCCCCCCCC (CH3(CH2)17NHCOCONH(CH2)17CH3). Yield: 35.0%. Reaction SMILES: [CH2:1]([NH2:19])[CH2:2][CH2:3][CH2:4][CH2:5][CH2:6][CH2:7][CH2:8][CH2:9][CH2:10][CH2:11][CH2:12][CH2:13][CH2:14][CH2:15][CH2:16][CH2:17][CH3:18].[N:20]1[CH:25]=[CH:24][CH:23]=[CH:22][CH:21]=1.[C:26](Cl)(=[O:30])[C:27](Cl)=[O:28]>O1CCCC1>[CH3:18][CH2:17][CH2:16][CH2:15][CH2:14][CH2:13][CH2:12][CH2:11][CH2:10][CH2:9][CH2:8][CH2:7][CH2:6][CH2:5][CH2:4][CH2:3][CH2:2][CH2:1][NH:19][C:27]([C:26]([NH:20][CH2:25][CH2:24][CH2:23][CH2:22][CH2:21][CH2:13][CH2:12][CH2:11][CH2:10][CH2:9][CH2:8][CH2:7][CH2:6][CH2:5][CH2:4][CH2:3][CH2:2][CH3:1])=[O:30])=[O:28]. Procedure: To a solution of 53.5 g of stearylamine and 15.7 g of pyridine in 599.2 g of tetrahydrofuran was added under room temperature a solution of 12.0 g of oxalyl chloride in 120.0 g of tetrahydrofuran dropwise. After stirring, the mixture was stirred at room temperature for 5 hours. The deposited crystal was filtrated, washed with water and re-crystallized from toluene, to obtain 19.6 g of the intended compound. Starting materials: COC(=O)c1cc2[nH]c(-c3ccccc3)c(C3CCCCC3)c2s1, ClCCN1CCCC1, [H-], [Na+], CN(C)C=O. Yields the product COC(=O)c1cc2c(s1)c(C1CCCCC1)c(-c1ccccc1)n2CCN1CCCC1. As a reaction SMILES: [CH:1]1([c:7]2[c:8]3[c:9]([nH:10][c:11]2-[c:12]2[cH:13][cH:14][cH:15][cH:16][cH:17]2)[cH:18][c:19]([C:21](=[O:22])[O:23][CH3:24])[s:20]3)[CH2:2][CH2:3][CH2:4][CH2:5][CH2:6]1.[Cl:27][CH2:28][CH2:29][N:30]1[CH2:31][CH2:32][CH2:33][CH2:34]1.[H-:26].[Na+:25].[O:35]=[CH:36][N:37]([CH3:38])[CH3:39]>>[CH:1]1([c:7]2[c:8]3[c:9]([n:10]([CH2:28][CH2:29][N:30]4[CH2:31][CH2:32][CH2:33][CH2:34]4)[c:11]2-[c:12]2[cH:13][cH:14][cH:15][cH:16][cH:17]2)[cH:18][c:19]([C:21](=[O:22])[O:23][CH3:24])[s:20]3)[CH2:2][CH2:3][CH2:4][CH2:5][CH2:6]1.